From a dataset of the Open Reaction Database (ORD), a public repository of structured organic reaction records. describe an organic reaction: reactants, conditions, products, and yield The reactants are CCC(CC)C(O)c1ncnn1Cc1ccc(F)cc1, [N-]=[N+]=[N-], [Na+], CN(C)C=O, O. Yields the product CCC(CC)C(N=[N+]=[N-])c1ncnn1Cc1ccc(F)cc1. RXN SMILES: [CH2:1]([CH3:2])[CH:3]([CH:4]([OH:5])[c:6]1[n:7][cH:8][n:9][n:10]1[CH2:11][c:12]1[cH:13][cH:14][c:15]([F:18])[cH:16][cH:17]1)[CH2:19][CH3:20].[N-:22]=[N+:23]=[N-:24].[Na+:21].[O:25]=[CH:26][N:27]([CH3:28])[CH3:29].[OH2:30]>>[CH2:1]([CH3:2])[CH:3]([CH:4]([c:6]1[n:7][cH:8][n:9][n:10]1[CH2:11][c:12]1[cH:13][cH:14][c:15]([F:18])[cH:16][cH:17]1)[N:22]=[N+:23]=[N-:24])[CH2:19][CH3:20].